Task: describe an organic reaction: reactants, conditions, products, and yield. Dataset: the Open Reaction Database (ORD), a public repository of structured organic reaction records Starting materials: CC=1N(C=CN1)CC1=CC=C(C=C1)[N+](=O)[O-] (2-methyl-1-(4-nitrobenzyl)imidazole), ClC(=O)OCC (ethyl chloroformate). Run in C(C)N(CC)CC (triethylamine). Product: [N+](=O)([O-])C1=CC=C(CN2C(=NC=C2)CC(=O)OCC)C=C1 (ethyl 1-(4-nitrobenzyl)imidazol-2-ylacetate). RXN SMILES: [CH3:1][C:2]1[N:3]([CH2:7][C:8]2[CH:13]=[CH:12][C:11]([N+:14]([O-:16])=[O:15])=[CH:10][CH:9]=2)[CH:4]=[CH:5][N:6]=1.Cl[C:18]([O:20][CH2:21][CH3:22])=[O:19]>C(N(CC)CC)C>[N+:14]([C:11]1[CH:10]=[CH:9][C:8]([CH2:7][N:3]2[CH:4]=[CH:5][N:6]=[C:2]2[CH2:1][C:18]([O:20][CH2:21][CH3:22])=[O:19])=[CH:13][CH:12]=1)([O-:16])=[O:15]. Reported procedure: 24.8 g of 2-methyl-1-(4-nitrobenzyl)imidazole was reacted with 22 ml of ethyl chloroformate in the presence of 32 ml of triethylamine to obtain 13.9 g of ethyl 1-(4-nitrobenzyl)imidazol-2-ylacetate. The reactants are II (iodine), resultant mixture, BrC1=C(C=C(C=C1)C)F (4-bromo-3-fluorotoluene), CCCCCC.C(CCC)[Li] (n-butyl lithium hexane), [Cl-].[NH4+] (ammonium chloride). Run in C1CCOC1 (THF), C1CCOC1 (THF), CCCCCC (hexane). Run at temperature -72 celsius, time 1 hour. The product is FC=1C=C(C=CC1I)C (3-fluoro-4-iodotoluene). Yield: 104.1%. RXN SMILES: Br[C:2]1[CH:7]=[CH:6][C:5]([CH3:8])=[CH:4][C:3]=1[F:9].CCCCCC.C([Li])CCC.[I:21]I.[Cl-].[NH4+]>C1COCC1.CCCCCC>[F:9][C:3]1[CH:4]=[C:5]([CH3:8])[CH:6]=[CH:7][C:2]=1[I:21] |f:1.2,4.5|. Procedure details: Under dry nitrogen, a solution prepared by dissolving 4-bromo-3-fluorotoluene (10 g) in THF (50 mL) was cooled to −72° C. Then, a 1.6 mol/L n-butyl lithium hexane solution (35 mL) was added at −72° C. to the solution such a rate that the inside temperature was not more than −65° C., followed by further stirring at −72° C. for 1 hour. A solution prepared by dissolving iodine (14.8 g) in THF (30 mL) was added at −72° C. to the resultant mixture such a rate that the inside temperature was not more ...